This data is from the Open Reaction Database (ORD), a public repository of structured organic reaction records. The task is: describe an organic reaction: reactants, conditions, products, and yield Reactants: CCOC(C)=O, CO, Nc1ccc(C(F)(F)F)cc1C(=O)NCC(=O)NC1CCN(Cc2ccc(Cl)c([N+](=O)[O-])c2)C1. Yields the product Nc1cc(CN2CCC(NC(=O)CNC(=O)c3cc(C(F)(F)F)ccc3N)C2)ccc1Cl. As a reaction SMILES: [CH3:35][CH2:36][O:37][C:38](=[O:39])[CH3:40].[CH3:41][OH:42].[NH2:1][c:2]1[c:3]([C:4](=[O:5])[NH:6][CH2:7][C:8](=[O:9])[NH:10][CH:11]2[CH2:12][N:13]([CH2:16][c:17]3[cH:18][c:19]([N+:24]([O-:25])=[O:26])[c:20]([Cl:23])[cH:21][cH:22]3)[CH2:14][CH2:15]2)[cH:27][c:28]([C:31]([F:32])([F:33])[F:34])[cH:29][cH:30]1>>[NH2:1][c:2]1[c:3]([C:4](=[O:5])[NH:6][CH2:7][C:8](=[O:9])[NH:10][CH:11]2[CH2:12][N:13]([CH2:16][c:17]3[cH:18][c:19]([NH2:24])[c:20]([Cl:23])[cH:21][cH:22]3)[CH2:14][CH2:15]2)[cH:27][c:28]([C:31]([F:32])([F:33])[F:34])[cH:29][cH:30]1. The reactants are OC1=C(C=O)C=CC=C1 (2-hydroxy-benzaldehyde), C(C1=CC=CC=C1)N (benzylamine), C1(=CC=C(C=C1)S(=O)(=O)O)C (p-toluenesulphonic acid). Solvent: C1(=CC=CC=C1)C (toluene). Product: C(C1=CC=CC=C1)N=CC1=C(C=CC=C1)O (2-(benzylimino-methyl)-phenol). As a reaction SMILES: [OH:1][C:2]1[CH:9]=[CH:8][CH:7]=[CH:6][C:3]=1[CH:4]=O.[CH2:10]([NH2:17])[C:11]1[CH:16]=[CH:15][CH:14]=[CH:13][CH:12]=1.C1(C)C=CC(S(O)(=O)=O)=CC=1>C1(C)C=CC=CC=1>[CH2:10]([N:17]=[CH:4][C:3]1[CH:6]=[CH:7][CH:8]=[CH:9][C:2]=1[OH:1])[C:11]1[CH:16]=[CH:15][CH:14]=[CH:13][CH:12]=1. Reported procedure: A mixture of 5.0 mL of 2-hydroxy-benzaldehyde, 6.3 mL of benzylamine and 0.05 g of p-toluenesulphonic acid was refluxed in toluene for 2 hours using a Dean-Stark trap to remove liberated water. The volatiles were removed in vacuo yielding 10.1 g of crude 2-(benzylimino-methyl)-phenol. Procedure details: A mixture of methyl 3-[3-[(4,5-diphenyl-2-oxazolyl)-methoxy]phenyl]propanoate (6 g, 14.5 mmol), 5N sodium hydroxide solution (8.7 mL) and methanol (150 mL) was heated to reflux on a steam bath. After 20 minutes the mixture was concentrated, diluted with water (200 mL) and 2N hydrochloric acid solution to pH=1. After filtration and drying in air overnight, the solid was recrystallized from a mixture of hexanes and CH2Cl2 to give 3-[3-[(4,5-diphenyl-2-oxazolyl)methoxy]phenyl]propanoic acid (4.15 g... Solvent: CO (methanol). RXN SMILES: [C:1]1([C:7]2[N:8]=[C:9]([CH2:18][O:19][C:20]3[CH:21]=[C:22]([CH2:26][CH2:27][C:28]([O:30]C)=[O:29])[CH:23]=[CH:24][CH:25]=3)[O:10][C:11]=2[C:12]2[CH:17]=[CH:16][CH:15]=[CH:14][CH:13]=2)[CH:6]=[CH:5][CH:4]=[CH:3][CH:2]=1.[OH-].[Na+]>CO>[C:1]1([C:7]2[N:8]=[C:9]([CH2:18][O:19][C:20]3[CH:21]=[C:22]([CH2:26][CH2:27][C:28]([OH:30])=[O:29])[CH:23]=[CH:24][CH:25]=3)[O:10][C:11]=2[C:12]2[CH:13]=[CH:14][CH:15]=[CH:16][CH:17]=2)[CH:2]=[CH:3][CH:4]=[CH:5][CH:6]=1 |f:1.2|. Isolated yield 71.7%. Yields the product C1(=CC=CC=C1)C=1N=C(OC1C1=CC=CC=C1)COC=1C=C(C=CC1)CCC(=O)O (3-[3-[(4,5-diphenyl-2-oxazolyl)methoxy]phenyl]propanoic acid). The reactants are C1(=CC=CC=C1)C=1N=C(OC1C1=CC=CC=C1)COC=1C=C(C=CC1)CCC(=O)OC (methyl 3-[3-[(4,5-diphenyl-2-oxazolyl)-methoxy]phenyl]propanoate), [OH-].[Na+] (sodium hydroxide). Reactants: C(C)C1(C(N(CCCC1)C)=O)C1=CC(=CC=C1)O (3-ethylhexahydro-3-(3-hydroxyphenyl)-1-methyl-2H-azepin-2-one), [H-].[Li+].[Al+3].[H-].[H-].[H-] (aluminium lithium hydride), O (water). Solvent: O1CCCC1 (tetrahydrofuran). Product: C(C)C1(CN(CCCC1)C)C1=CC(=CC=C1)O (3-Ethyl-hexahydro-3-(3-hydroxyphenyl)-1-methyl-2H-azepine). Isolated yield 64.3%. As a reaction SMILES: [CH2:1]([C:3]1([C:12]2[CH:17]=[CH:16][CH:15]=[C:14]([OH:18])[CH:13]=2)[CH2:9][CH2:8][CH2:7][CH2:6][N:5]([CH3:10])[C:4]1=O)[CH3:2].[H-].[Li+].[Al+3].[H-].[H-].[H-].O>O1CCCC1>[CH2:1]([C:3]1([C:12]2[CH:17]=[CH:16][CH:15]=[C:14]([OH:18])[CH:13]=2)[CH2:9][CH2:8][CH2:7][CH2:6][N:5]([CH3:10])[CH2:4]1)[CH3:2] |f:1.2.3.4.5.6|. Procedure details: A solution of 3-ethylhexahydro-3-(3-hydroxyphenyl)-1-methyl-2H-azepin-2-one (1.5 g) in dry tetrahydrofuran was added to a stirred suspension of aluminium lithium hydride (0.48 g) and heated under reflux for 5 hours. The reaction mixture was cooled and decomposed by the addition of water and the precipitate filtered. The precipitate was washed with tetrahydrofuran and the combined filtrate and washings evaporated to a solid. The solid was dissolved in water and ammonium chloride added. The precip...